Dataset: the Open Reaction Database (ORD), a public repository of structured organic reaction records. Task: describe an organic reaction: reactants, conditions, products, and yield The reactants are C([O-])([O-])=O.[K+].[K+] (potassium carbonate), O (water), O (water), CB1OC([C@H]2N1CCC2)(C2=CC=CC=C2)C2=CC=CC=C2 ((3aS)-1-methyl-3,3-diphenyltetrahydro-3H-pyrrolo[1,2-c][1,3,2]oxazaborole), O (water), O (water), O (water), ketone, ClC1=CC(=C(C(=C1C#C)\N=N\N1CCCC1)C1=CC(=CC=C1)F)C(C)=O (1-{4-chloro-5-ethynyl-3′-fluoro-6-[(E)-pyrrolidin-1-yldiazenyl]biphenyl-2-yl}ethanone). Solvent: O1CCCC1 (tetrahydrofuran), C1CCOC1 (THF), C(CC(O)(C(=O)O)CC(=O)O)(=O)O (citric acid), C(CC(O)(C(=O)O)CC(=O)O)(=O)O (citric acid), Cl (hydrogen chloride), O1CCCC1 (tetrahydrofuran). Reaction conditions: temperature -20 celsius, time 15 minute. The product is ClC1=CC(=C(C(=C1C#C)\N=N\N1CCCC1)C1=CC(=CC=C1)F)[C@@H](C)O ((1R)-1-{4-Chloro-5-ethynyl-3′-fluoro-6-[(E)-pyrrolidin-1-yldiazenyl]biphenyl-2-yl)ethanol). Isolated yield 126.4%. RXN SMILES: CB1N2CCC[C@H]2C(C2C=CC=CC=2)(C2C=CC=CC=2)O1.[Cl:22][C:23]1[C:28]([C:29]#[CH:30])=[C:27](/[N:31]=[N:32]/[N:33]2[CH2:37][CH2:36][CH2:35][CH2:34]2)[C:26]([C:38]2[CH:43]=[CH:42][CH:41]=[C:40]([F:44])[CH:39]=2)=[C:25]([C:45](=[O:47])[CH3:46])[CH:24]=1.O.C(=O)([O-])[O-].[K+].[K+]>O1CCCC1.C(O)(=O)CC(CC(O)=O)(C(O)=O)O.Cl>[Cl:22][C:23]1[C:28]([C:29]#[CH:30])=[C:27](/[N:31]=[N:32]/[N:33]2[CH2:34][CH2:35][CH2:36][CH2:37]2)[C:26]([C:38]2[CH:43]=[CH:42][CH:41]=[C:40]([F:44])[CH:39]=2)=[C:25]([C@H:45]([OH:47])[CH3:46])[CH:24]=1 |f:3.4.5|. Reported procedure: A solution of (3aS)-1-methyl-3,3-diphenyltetrahydro-3H-pyrrolo[1,2-c][1,3,2]oxazaborole (280 g, 1.0 mol) in tetrahydrofuran (2.8 L) at room temperature under an atmosphere of nitrogen was treated with 1.0 M borane-THF complex in THF (1.2 L, 1.2 mol) in small portions, stirred for 15 minutes, and then cooled to −20° C. The reaction mixture was treated with a solution of 1-{4-chloro-5-ethynyl-3′-fluoro-6-[(E)-pyrrolidin-1-yldiazenyl]biphenyl-2-yl}ethanone (380 g, 1.0 mol) in anhydrous tetrahydrofu...